This data is from the Open Reaction Database (ORD), a public repository of structured organic reaction records. The task is: describe an organic reaction: reactants, conditions, products, and yield Solvent: C1CCOC1 (THF), C(C)N(CC)CC (triethylamine), C(C)(=O)OCC (ethyl acetate), C1(=CC=CC=C1)C (toluene). As a reaction SMILES: [C:1]([O:5][C:6]([NH:8][CH2:9][C:10]1[S:11][CH:12]=[C:13](C(O)=O)[N:14]=1)=[O:7])([CH3:4])([CH3:3])[CH3:2].ClC([O:21][CH2:22]C)=O.[N-:24]=[N+]=[N-].[Na+].[CH2:28]([OH:31])[CH:29]=[CH2:30]>C1(C)C=CC=CC=1.C(OCC)(=O)C.C1COCC1.C(N(CC)CC)C>[CH2:28]([O:31][C:22]([NH:24][C:13]1[N:14]=[C:10]([CH2:9][NH:8][C:6]([O:5][C:1]([CH3:2])([CH3:3])[CH3:4])=[O:7])[S:11][CH:12]=1)=[O:21])[CH:29]=[CH2:30] |f:2.3|. Conditions: temperature 90 celsius. Product: C(C=C)OC(=O)NC=1N=C(SC1)CNC(=O)OC(C)(C)C (4-allyloxycarbonylamino-2-(N-t-butoxycarbonylamino)methylthiazole). The reactants are C(C=C)O (allyl alcohol), C(C)(C)(C)OC(=O)NCC=1SC=C(N1)C(=O)O (2-(N-t-butoxycarbonylamino)methylthiazol-4-carboxylic acid), ClC(=O)OCC (ethyl chloroformate), cold aqueous solution, [N-]=[N+]=[N-].[Na+] (sodium azide). Procedure: To a mixed solution obtained by adding 2.74 ml of triethylamine to 210 ml of a dry THF solution containing 4.228 g of 2-(N-t-butoxycarbonylamino)methylthiazol-4-carboxylic acid, 1.94 ml of ethyl chloroformate was added dropwise at -12° C. over 2 minutes under stirring, and the mixture was then stirred at the same temperature for 120 minutes. Further, 50 ml of a cold aqueous solution containing 1.316 g of sodium azide was added thereto, followed by stirring at 2° C. for 140 minutes. Afterward, th...